Dataset: the Open Reaction Database (ORD), a public repository of structured organic reaction records. Task: describe an organic reaction: reactants, conditions, products, and yield Product: Clc1ccc(C(Br)c2cccnc2)cc1. The reactants are Br, CC(=O)Br, CC(=O)O, OC(c1ccc(Cl)cc1)c1cccnc1. Reaction SMILES: [BrH:1].[C:21]([Br:22])(=[O:23])[CH3:24].[CH3:17][C:18](=[O:19])[OH:20].[Cl:2][c:3]1[cH:4][cH:5][c:6]([CH:9]([OH:10])[c:11]2[cH:12][n:13][cH:14][cH:15][cH:16]2)[cH:7][cH:8]1>>[Br:1][CH:9]([c:6]1[cH:5][cH:4][c:3]([Cl:2])[cH:8][cH:7]1)[c:11]1[cH:12][n:13][cH:14][cH:15][cH:16]1. Conditions: time 18 hour. Yield: 77.0%. RXN SMILES: [Cl:1][C:2]1[CH:7]=[CH:6][CH:5]=[CH:4][C:3]=1[CH:8]=[CH:9][C:10]1[NH:11][C:12]2[C:17]([CH:18]=1)=[CH:16][C:15]([O:19][CH3:20])=[CH:14][CH:13]=2.OC1C=CC2[NH:31][C:30]3C=C(C4C=C([N+]([O-])=O)C=CC=4O)C4C(=O)NC(=O)C=4[C:25]=3[C:24]=2C=1.C(#N)C=C>C(#N)C.N12CCCN=C1CCCCC2.O>[Cl:1][C:2]1[CH:7]=[CH:6][CH:5]=[CH:4][C:3]=1/[CH:8]=[CH:9]/[C:10]1[N:11]([CH2:24][CH2:25][C:30]#[N:31])[C:12]2[C:17]([CH:18]=1)=[CH:16][C:15]([O:19][CH3:20])=[CH:14][CH:13]=2. Yields the product ClC1=C(C=CC=C1)/C=C/C=1N(C2=CC=C(C=C2C1)OC)CCC#N (3-{2-[(E)-2-(2-Chlorophenyl)ethenyl]-5-methoxy-1H-indol-1-yl}propanenitrile). Reactants: ClC1=C(C=CC=C1)C=CC=1NC2=CC=C(C=C2C1)OC (2-[2-(2-Chlorophenyl)ethenyl]-5-methoxy-1H-indole), OC1=CC=2C=3C4=C(C(=CC3NC2C=C1)C1=C(C=CC(=C1)[N+](=O)[O-])O)C(NC4=O)=O (9-Hydroxy-4-(2-hydroxy-5-nitrophenyl)pyrrolo[3,4-c]carbazole-1,3(2H,6H)-dione), C(C=C)#N (acrylonitrile). Reported procedure: To a solution of trans-diene (27) prepared as described in example 37 (1.5 g, 5.25 mmol) in acetonitrile (30 mL) was added acrylonitrile (2.42 mL, 36.8 mmol) and 1,8-diazabicyclo[5,4,0]undec-7-ene (20 drops). The resulting solution was stirred at room temperature under nitrogen for 18 h before being diluted with water and extracted with ethyl acetate. The organic layer was dried, the drying agent was removed and the solution was concentrated to dryness. Chromatography on silica eluting with ethy... Run in C(C)#N (acetonitrile), O (water). Reagents/catalysts: N12CCCCCC2=NCCC1 (1,8-diazabicyclo[5,4,0]undec-7-ene). Reactants: CCOC(=O)CC1OB(O)c2cc(Oc3cnccn3)cc(OCCCNC(=O)OC(C)(C)C)c21, C1CCOC1, Cl, [Li+], [OH-], O. Yields the product CC(C)(C)OC(=O)NCCCOc1cc(Oc2cnccn2)cc2c1C(CC(=O)O)OB2O. RXN SMILES: [CH2:1]([CH3:2])[O:3][C:4]([CH2:5][CH:6]1[c:7]2[c:8]([cH:12][c:13]([O:28][c:29]3[n:30][cH:31][cH:32][n:33][cH:34]3)[cH:14][c:15]2[O:16][CH2:17][CH2:18][CH2:19][NH:20][C:21](=[O:22])[O:23][C:24]([CH3:25])([CH3:26])[CH3:27])[B:9]([OH:11])[O:10]1)=[O:35].[CH2:39]1[O:40][CH2:41][CH2:42][CH2:43]1.[ClH:38].[Li+:37].[OH-:36].[OH2:44]>>[O:3]=[C:4]([CH2:5][CH:6]1[c:7]2[c:8]([cH:12][c:13]([O:28][c:29]3[n:30][cH:31][cH:32][n:33][cH:34]3)[cH:14][c:15]2[O:16][CH2:17][CH2:18][CH2:19][NH:20][C:21](=[O:22])[O:23][C:24]([CH3:25])([CH3:26])[CH3:27])[B:9]([OH:11])[O:10]1)[OH:35]. Run in ClCCCl (1,2-dichloroethane). Reactants: NCC1=NC2=CC=CC(=C2C(N1C1=CC=CC=C1)=O)C (2-aminomethyl-5-methyl-3-phenyl-3H-quinazolin-4-one), C(C1=CC=CC=C1)(C1=CC=CC=C1)=N (benzhydrylideneamine). Yields the product C(C1=CC=CC=C1)(C1=CC=CC=C1)=NCC1=NC2=CC=CC(=C2C(N1C1=CC=CC=C1)=O)C (2-[(Benzhydrylidene-amino)-methyl]-5-methyl-3-phenyl-3H-quinazolin-4-one). Reported procedure: A 100-mL, one-neck, round bottomed flask equipped with a magnetic stirrer and reflux condenser was charged with 2-aminomethyl-5-methyl-3-phenyl-3H-quinazolin-4-one (2.91 g, 11.0 mmol), benzhydrylideneamine (2.39 g, 13.2 mmol), and 1,2-dichloroethane (15 mL). The reaction mixture was heated at reflux for 4 h under nitrogen atmosphere and then cooled to ambient temperature. Concentration under reduced pressure followed by purification by column chromatography afforded the compound 162 as an orange... Reaction SMILES: [NH2:1][CH2:2][C:3]1[N:12]([C:13]2[CH:18]=[CH:17][CH:16]=[CH:15][CH:14]=2)[C:11](=[O:19])[C:10]2[C:5](=[CH:6][CH:7]=[CH:8][C:9]=2[CH3:20])[N:4]=1.[C:21](=N)([C:28]1[CH:33]=[CH:32][CH:31]=[CH:30][CH:29]=1)[C:22]1[CH:27]=[CH:26][CH:25]=[CH:24][CH:23]=1>ClCCCl>[C:21](=[N:1][CH2:2][C:3]1[N:12]([C:13]2[CH:14]=[CH:15][CH:16]=[CH:17][CH:18]=2)[C:11](=[O:19])[C:10]2[C:5](=[CH:6][CH:7]=[CH:8][C:9]=2[CH3:20])[N:4]=1)([C:22]1[CH:27]=[CH:26][CH:25]=[CH:24][CH:23]=1)[C:28]1[CH:33]=[CH:32][CH:31]=[CH:30][CH:29]=1.